Dataset: the Open Reaction Database (ORD), a public repository of structured organic reaction records. Task: describe an organic reaction: reactants, conditions, products, and yield Starting materials: CS(=O)(=O)C1NC(=O)C1NC(c1ccccc1)(c1ccccc1)c1ccccc1, [Na+], C1CCOC1, [OH-], OCCS. Yields the product O=C1NC(SCCO)C1NC(c1ccccc1)(c1ccccc1)c1ccccc1. RXN SMILES: [CH3:7][S:8](=[O:9])(=[O:10])[CH:11]1[CH:12]([NH:16][C:17]([c:18]2[cH:19][cH:20][cH:21][cH:22][cH:23]2)([c:24]2[cH:25][cH:26][cH:27][cH:28][cH:29]2)[c:30]2[cH:31][cH:32][cH:33][cH:34][cH:35]2)[C:13](=[O:15])[NH:14]1.[Na+:6].[O:36]1[CH2:37][CH2:38][CH2:39][CH2:40]1.[OH-:5].[SH:1][CH2:2][CH2:3][OH:4]>>[S:1]([CH2:2][CH2:3][OH:4])[CH:11]1[CH:12]([NH:16][C:17]([c:18]2[cH:19][cH:20][cH:21][cH:22][cH:23]2)([c:24]2[cH:25][cH:26][cH:27][cH:28][cH:29]2)[c:30]2[cH:31][cH:32][cH:33][cH:34][cH:35]2)[C:13](=[O:15])[NH:14]1.